Dataset: the Open Reaction Database (ORD), a public repository of structured organic reaction records. Task: describe an organic reaction: reactants, conditions, products, and yield The reactants are ClC=1C=C2C(=C(C(N(C2=CC1)C)=O)NC(=O)OCC1=CC=C(C=C1)[N+](=O)[O-])C1=C(C=CC=C1)Cl (6-chloro-4-(2-chlorophenyl)-1,2-dihydro-1-methyl-3-(4-nitrobenzyloxycarbonylamino)-2-oxoquinoline). Reagents/catalysts: [Ni] (Raney nickel). The solvent is O1CCOCC1 (dioxane), CO (methanol). Run at time 3 hour. Yields the product NC=1C(N(C2=CC=C(C=C2C1C1=C(C=CC=C1)Cl)Cl)C)=O (3-Amino-6-chloro-4-(2-chlorophenyl)-1,2-dihydro-1-methyl-2-oxoquinoline). The yield is 78.3%. RXN SMILES: [Cl:1][C:2]1[CH:3]=[C:4]2[C:9](=[CH:10][CH:11]=1)[N:8]([CH3:12])[C:7](=[O:13])[C:6]([NH:14]C(OCC1C=CC([N+]([O-])=O)=CC=1)=O)=[C:5]2[C:28]1[CH:33]=[CH:32][CH:31]=[CH:30][C:29]=1[Cl:34]>[Ni].O1CCOCC1.CO>[NH2:14][C:6]1[C:7](=[O:13])[N:8]([CH3:12])[C:9]2[C:4]([C:5]=1[C:28]1[CH:33]=[CH:32][CH:31]=[CH:30][C:29]=1[Cl:34])=[CH:3][C:2]([Cl:1])=[CH:11][CH:10]=2. Reported procedure: A mixture of 6-chloro-4-(2-chlorophenyl)-1,2-dihydro-1-methyl-3-(4-nitrobenzyloxycarbonylamino)-2-oxoquinoline (1.9 g, 3.8 mmol) and Raney nickel (1.9 g, 50% slurry in water) in 75 ml dioxane and 75 ml methanol was shaken under hydrogen (50 psi) in a Parr hydrogenation apparatus for 3 h. The catalyst was filtered and the filtrate was concentrated to dryness in vacuo. The residue was dissolved in 100 ml ethyl acetate and the solution was washed with 60 ml brine. The ethyl acetate solution was the... Starting materials: CSc1ncc(Cl)c(-c2nnc(Cc3ccccc3)s2)n1, CC(C)=O, CCN(C(C)C)C(C)C, CC(C)O, CC1(C)C(=O)NC(=O)N1CCN, O. Product: CC1(C)C(=O)NC(=O)N1CCNc1ncc(Cl)c(-c2nnc(Cc3ccccc3)s2)n1. As a reaction SMILES: [CH2:1]([c:2]1[cH:3][cH:4][cH:5][cH:6][cH:7]1)[c:8]1[n:9][n:10][c:11](-[c:13]2[n:14][c:15]([S:20][CH3:21])[n:16][cH:17][c:18]2[Cl:19])[s:12]1.[CH3:47][C:48](=[O:49])[CH3:50].[CH:34]([N:35]([CH:36]([CH3:37])[CH3:38])[CH2:39][CH3:40])([CH3:41])[CH3:42].[CH:43]([OH:44])([CH3:45])[CH3:46].[NH2:22][CH2:23][CH2:24][N:25]1[C:26](=[O:33])[NH:27][C:28](=[O:32])[C:29]1([CH3:30])[CH3:31].[OH2:51]>>[CH2:1]([c:2]1[cH:3][cH:4][cH:5][cH:6][cH:7]1)[c:8]1[n:9][n:10][c:11](-[c:13]2[n:14][c:15]([NH:22][CH2:23][CH2:24][N:25]3[C:26](=[O:33])[NH:27][C:28](=[O:32])[C:29]3([CH3:30])[CH3:31])[n:16][cH:17][c:18]2[Cl:19])[s:12]1.